From a dataset of the Open Reaction Database (ORD), a public repository of structured organic reaction records. describe an organic reaction: reactants, conditions, products, and yield Conditions: time 17 hour. As a reaction SMILES: [CH2:1]([O:3][C:4](=[O:16])[C:5]([C:7]1[CH:12]=[CH:11][C:10]([O:13][CH2:14][CH3:15])=[CH:9][CH:8]=1)=[CH2:6])[CH3:2].[F:17][C:18]([F:22])=[C:19]([F:21])[F:20]>CC1C2C(C)(C)C(C2)CC=1.C1C=CC=CC=1>[CH2:14]([O:13][C:10]1[CH:11]=[CH:12][C:7]([C:5]2([C:4]([O:3][CH2:1][CH3:2])=[O:16])[CH2:6][C:18]([F:22])([F:17])[C:19]2([F:21])[F:20])=[CH:8][CH:9]=1)[CH3:15]. The solvent is C1=CC=CC=C1 (benzene). Starting materials: C(C)OC(C(=C)C1=CC=C(C=C1)OCC)=O (2-(4-ethoxyphenyl)propenoic acid ethyl ester), FC(=C(F)F)F (tetrafluoroethylene). Yields the product C(C)OC1=CC=C(C=C1)C1(C(C(C1)(F)F)(F)F)C(=O)OCC (Ethyl 1-(4-ethoxyphenyl)-2,2,3,3-tetrafluorocyclobutane carboxylate). Reagents/catalysts: CC1=CCC2CC1C2(C)C (α-pinene). Yield: 75.0%. Procedure: 2-(4-ethoxyphenyl)propenoic acid ethyl ester (13.2 g) was mixed with benzene (7.5 ml), α-pinene (2 drops) N-ethyldiisopropyl amine (2 drops) and tetrafluoroethylene (15.5 ml) and heated to 150°-155° for 24 hours then 155°-60° C. for 17 hours. After evaporation of volatile materials the residue (16.6 g) was dissolved in dichloromethane and chromatographed on a column of silica gel to give the ester as a colourless oil 14.5 g (75%). Analysis: C: 56.47%, H: 5.24%, F: 23.4%. C15H16F4O3 requires C: 5... Starting materials: CC1=C(CC[Si](O[Si](CCC2=C(C=CC=C2)C)(C)C)(C)C)C=CC=C1 (1.3-di(2-methylphenethyl)tetramethyldisiloxane), C(=C)[Si](O[Si](C=C)(C)C)(C)C (1,3-divinyltetramethyldisiloxane). Run at time 2 hour. Product: CC1=C(CC[Si](O[Si](C=C)(C)C)(C)C)C=CC=C1 (1-(2-methylphenethyl)-3-vinyltetramethyldisiloxane). Isolated yield 106.5%. Reaction SMILES: CC1C=CC=CC=1[CH2:4][CH2:5][Si:6]([CH3:21])([CH3:20])[O:7][Si:8]([CH3:19])([CH3:18])[CH2:9][CH2:10][C:11]1[CH:16]=[CH:15][CH:14]=[CH:13][C:12]=1[CH3:17].C([Si](C)(C)O[Si](C)(C)C=C)=C>>[CH3:17][C:12]1[CH:13]=[CH:14][CH:15]=[CH:16][C:11]=1[CH2:10][CH2:9][Si:8]([CH3:19])([CH3:18])[O:7][Si:6]([CH3:20])([CH3:21])[CH:5]=[CH2:4]. Procedure: The following were charged to a 1 L roundbottom flask equipped with a stirrer and thermometer: 200 g 1.3-di(2-methylphenethyl)tetramethyldisiloxane as prepared in Example 3, 600 g 1,3-divinyltetramethyldisiloxane, and 5 g thoroughly dehydrated activated clay. This was followed by heating to 80° to 85° C. and stirring for 2 hours. The reaction mixture was then filtered and the filtrate was heated in vacuo to afford 160 g 1-(2-methylphenethyl)-3-vinyltetramethyldisiloxane. The reactants are CCOC(=O)c1cccc(-c2ccccc2CSCCOc2ccccc2)c1, C1CCOC1, [Li+], O=C(O)c1cccc(-c2ccc(CSCCOc3ccccc3)cc2)c1, [OH-]. Yields the product O=C(O)c1cccc(-c2ccccc2CSCCOc2ccccc2)c1. RXN SMILES: [CH2:27]([CH3:28])[O:29][C:30](=[O:31])[c:32]1[cH:33][c:34](-[c:38]2[c:39]([CH2:44][S:45][CH2:46][CH2:47][O:48][c:49]3[cH:50][cH:51][cH:52][cH:53][cH:54]3)[cH:40][cH:41][cH:42][cH:43]2)[cH:35][cH:36][cH:37]1.[CH2:57]1[O:58][CH2:59][CH2:60][CH2:61]1.[Li+:55].[O:1]([CH2:2][CH2:3][S:4][CH2:5][c:6]1[cH:7][cH:8][c:9](-[c:10]2[cH:11][cH:12][cH:13][c:14]([C:15]([OH:16])=[O:17])[cH:18]2)[cH:19][cH:20]1)[c:21]1[cH:22][cH:23][cH:24][cH:25][cH:26]1.[OH-:56]>>[O:29]=[C:30]([OH:31])[c:32]1[cH:33][c:34](-[c:38]2[c:39]([CH2:44][S:45][CH2:46][CH2:47][O:48][c:49]3[cH:50][cH:51][cH:52][cH:53][cH:54]3)[cH:40][cH:41][cH:42][cH:43]2)[cH:35][cH:36][cH:37]1. Reactants: [H-].[Na+] (sodium hydride), ice water, CC1=NC2=C(C=C(C=C2C(=C1C)O)C(C)(C)C)F (2,3-dimethyl-6-t-butyl-8-fluoro-4-hydroxyquinoline), C(CC)(=O)Cl (propionyl chloride). Solvent: O1CCCC1 (tetrahydrofuran). Conditions: time 30 minute. Yields the product CC1=NC2=C(C=C(C=C2C(=C1C)C(CC)=O)C(C)(C)C)F (2,3-dimethyl-6-t-butyl-8-fluoro-4-propionylquinoline). Reaction SMILES: [H-].[Na+].[CH3:3][C:4]1[C:13]([CH3:14])=[C:12](O)[C:11]2[C:6](=[C:7]([F:20])[CH:8]=[C:9]([C:16]([CH3:19])([CH3:18])[CH3:17])[CH:10]=2)[N:5]=1.[C:21](Cl)(=[O:24])[CH2:22][CH3:23]>O1CCCC1>[CH3:3][C:4]1[C:13]([CH3:14])=[C:12]([C:21](=[O:24])[CH2:22][CH3:23])[C:11]2[C:6](=[C:7]([F:20])[CH:8]=[C:9]([C:16]([CH3:19])([CH3:18])[CH3:17])[CH:10]=2)[N:5]=1 |f:0.1|. Reported procedure: In tetrahydrofuran (3 ml) was suspended 60% sodium hydride (20 mg). The compound 1 (124 mg) was added to the suspension under ice cooling, and the mixture was stirred for 30 min. Further, propionyl chloride (200 μl) was added thereto, and the mixture was stirred for 3 hr. The reaction solution thus obtained was poured into ice water, and the mixture was extracted with ethyl acetate. The ethyl acetate layer was washed with a saturated aqueous sodium hydrogencarbonate solution and saturated brine ...